This data is from the Open Reaction Database (ORD), a public repository of structured organic reaction records. The task is: describe an organic reaction: reactants, conditions, products, and yield Starting materials: BrC1=C(C=CC(=C1)CC)F (2-bromo-4-ethyl-1-fluorobenzene), C1(=CC=CC=C1)B(O)O (phenylboronic acid), C(=O)([O-])[O-].[Na+].[Na+] (Na2CO3). Reagents/catalysts: C=1C=CC(=CC1)[P](C=2C=CC=CC2)(C=3C=CC=CC3)[Pd]([P](C=4C=CC=CC4)(C=5C=CC=CC5)C=6C=CC=CC6)([P](C=7C=CC=CC7)(C=8C=CC=CC8)C=9C=CC=CC9)[P](C=1C=CC=CC1)(C=1C=CC=CC1)C=1C=CC=CC1 (Pd(PPh3)4). Solvent: COCCOC.O (DME H2O), CCOC(=O)C (EtOAc). Reaction conditions: temperature 150 celsius, time 5 minute. Product: C(C)C=1C=CC(=C(C1)C1=CC=CC=C1)F (5-Ethyl-2-fluoro-biphenyl). As a reaction SMILES: Br[C:2]1[CH:7]=[C:6]([CH2:8][CH3:9])[CH:5]=[CH:4][C:3]=1[F:10].[C:11]1(B(O)O)[CH:16]=[CH:15][CH:14]=[CH:13][CH:12]=1.C([O-])([O-])=O.[Na+].[Na+]>COCCOC.O.CCOC(C)=O.C1C=CC([P]([Pd]([P](C2C=CC=CC=2)(C2C=CC=CC=2)C2C=CC=CC=2)([P](C2C=CC=CC=2)(C2C=CC=CC=2)C2C=CC=CC=2)[P](C2C=CC=CC=2)(C2C=CC=CC=2)C2C=CC=CC=2)(C2C=CC=CC=2)C2C=CC=CC=2)=CC=1>[CH2:8]([C:6]1[CH:5]=[CH:4][C:3]([F:10])=[C:2]([C:11]2[CH:16]=[CH:15][CH:14]=[CH:13][CH:12]=2)[CH:7]=1)[CH3:9] |f:2.3.4,5.6,^1:42,44,63,82|. Procedure: To a degassed mixture of Intermediate 228.1 (104 mg, 0.512 mmol), phenylboronic acid (94 mg, 0.768 mmol) and Na2CO3 (217 mg, 2.05 mmol) in 4 mL DME/H2O (3:1) was added Pd(PPh3)4 (59 mg, 0.051 mmol). The mixture was stirred at 150° C. for 5 min in a microwave oven, then was diluted with EtOAc, washed with water and brine, dried (Na2SO4) and concentrated. The crude product was purified by flash chromatography (100% hexanes) to afford Intermediate 228.2.